Task: describe an organic reaction: reactants, conditions, products, and yield. Dataset: the Open Reaction Database (ORD), a public repository of structured organic reaction records Starting materials: C1(CC1)C(CC(=O)OC)=O (methyl 3-cyclopropyl-3-oxopropanoate), S(=O)(=O)(Cl)Cl (sulfuryl chloride), C(Cl)(Cl)Cl (chloroform), O (water). The solvent is ClCCl (dichloromethane). Run at time 5 hour. Product: ClC(C(=O)OC)C(=O)C1CC1 (methyl 2-chloro-3-cyclopropyl-3-oxopropanoate). As a reaction SMILES: [CH:1]1([C:4](=[O:10])[CH2:5][C:6]([O:8][CH3:9])=[O:7])[CH2:3][CH2:2]1.S(Cl)([Cl:14])(=O)=O.O.C(Cl)(Cl)Cl>ClCCl>[Cl:14][CH:5]([C:4]([CH:1]1[CH2:3][CH2:2]1)=[O:10])[C:6]([O:8][CH3:9])=[O:7]. Reported procedure: To a solution of 2 g of methyl 3-cyclopropyl-3-oxopropanoate in 20 ml of dichloromethane was added dropwise 1.24 ml of sulfuryl chloride under ice-cooling, followed by stirring at room temperature for 5 hours. To the reaction mixture was added water under ice-cooling, and chloroform was further added thereto to carry out a layer separation operation. The organic layer was washed with saturated brine and dried over anhydrous sodium sulfate, and the solvent was evaporated under reduced pressure to... Run in C(Cl)(Cl)Cl (chloroform), C(Cl)(Cl)Cl (chloroform). Procedure details: 40 g. of methyl 4-acetylamino-3-thiophene carboxylate are dissolved in 1 liter of absolute chloroform, and a solution of 27 g. of sulfuryl chloride in 100 ml. of absolute chloroform is then added dropwise within 20 minutes. The reaction solution is then boiled under reflux for 1 hour. The brownish colored solution obtained is cooled and when its temperature is 10°, 1 liter of ice water is added. The organic solution is then washed with 200 ml. of 5% sodium bicarbonate solution, dried over sodium... Reactants: S(=O)(=O)(Cl)Cl (sulfuryl chloride), C(C)(=O)NC=1C(=CSC1)C(=O)OC (methyl 4-acetylamino-3-thiophene carboxylate), ice water. Yields the product C(C)(=O)NC=1C(=CSC1Cl)C(=O)OC (methyl 4-acetylamino-5-chloro-3-thiophene carboxylate). Reaction SMILES: [C:1]([NH:4][C:5]1[C:6]([C:10]([O:12][CH3:13])=[O:11])=[CH:7][S:8][CH:9]=1)(=[O:3])[CH3:2].S(Cl)([Cl:17])(=O)=O>C(Cl)(Cl)Cl>[C:1]([NH:4][C:5]1[C:6]([C:10]([O:12][CH3:13])=[O:11])=[CH:7][S:8][C:9]=1[Cl:17])(=[O:3])[CH3:2]. Reactants: CN(C)S(=O)(=O)n1cc(CC(C)(C)C)nc1C(=O)Cc1ccc(Br)cc1, C1COCCO1, CC(C)(C)[O-], C[Si](C)(C)CCOCn1ncc2c1NCCC2, c1ccc(-c2ccccc2P(C2CCCCC2)C2CCCCC2)cc1, [Na+], CC(=O)[O-], CC(=O)[O-], O, [Pd+2]. Product: CN(C)S(=O)(=O)n1cc(CC(C)(C)C)nc1C(=O)Cc1ccc(N2CCCc3cnn(COCC[Si](C)(C)C)c32)cc1. As a reaction SMILES: [Br:1][c:2]1[cH:3][cH:4][c:5]([CH2:8][C:9](=[O:10])[c:11]2[n:12]([S:21](=[O:22])(=[O:23])[N:24]([CH3:25])[CH3:26])[cH:13][c:14]([CH2:16][C:17]([CH3:18])([CH3:19])[CH3:20])[n:15]2)[cH:6][cH:7]1.[CH2:75]1[O:76][CH2:77][CH2:78][O:79][CH2:80]1.[CH3:27][C:28]([CH3:29])([O-:30])[CH3:31].[CH3:33][Si:34]([CH2:35][CH2:36][O:37][CH2:38][n:39]1[n:40][cH:41][c:42]2[c:43]1[NH:44][CH2:45][CH2:46][CH2:47]2)([CH3:48])[CH3:49].[CH:50]1([P:51]([CH:52]2[CH2:53][CH2:54][CH2:55][CH2:56][CH2:57]2)[c:58]2[cH:59][cH:60][cH:61][cH:62][c:63]2-[c:64]2[cH:65][cH:66][cH:67][cH:68][cH:69]2)[CH2:70][CH2:71][CH2:72][CH2:73][CH2:74]1.[Na+:32].[O-:83][C:84]([CH3:85])=[O:86].[O-:87][C:88]([CH3:89])=[O:90].[OH2:81].[Pd+2:82]>>[c:2]1([N:44]2[c:43]3[n:39]([CH2:38][O:37][CH2:36][CH2:35][Si:34]([CH3:33])([CH3:48])[CH3:49])[n:40][cH:41][c:42]3[CH2:47][CH2:46][CH2:45]2)[cH:3][cH:4][c:5]([CH2:8][C:9](=[O:10])[c:11]2[n:12]([S:21](=[O:22])(=[O:23])[N:24]([CH3:25])[CH3:26])[cH:13][c:14]([CH2:16][C:17]([CH3:18])([CH3:19])[CH3:20])[n:15]2)[cH:6][cH:7]1. Starting materials: [OH-].[K+] (KOH), C(C)OC(C(C(=O)OCC)CC=1C=NC(=CC1)NC(=O)OC(C)(C)C)=O (2-(6-tert-butoxycarbonylamino-pyridin-3-ylmethyl)-malonic acid diethyl ester). Run in C(C)O (ethanol), C(C)O (ethanol), C(Cl)Cl (methylene chloride). Conditions: time 18 hour. Yields the product C(C)OC(C(C(=O)O)CC=1C=NC(=CC1)NC(=O)OC(C)(C)C)=O (2-(6-tert-butoxycarbonylamino-pyridin-3-ylmethyl)-malonic acid monoethyl ester). Yield: 49.7%. Reaction SMILES: [OH-].[K+].[CH2:3]([O:5][C:6](=[O:28])[CH:7]([CH2:13][C:14]1[CH:15]=[N:16][C:17]([NH:20][C:21]([O:23][C:24]([CH3:27])([CH3:26])[CH3:25])=[O:22])=[CH:18][CH:19]=1)[C:8]([O:10]CC)=[O:9])[CH3:4]>C(O)C.C(Cl)Cl>[CH2:3]([O:5][C:6](=[O:28])[CH:7]([CH2:13][C:14]1[CH:15]=[N:16][C:17]([NH:20][C:21]([O:23][C:24]([CH3:27])([CH3:26])[CH3:25])=[O:22])=[CH:18][CH:19]=1)[C:8]([OH:10])=[O:9])[CH3:4] |f:0.1|. Procedure details: A solution of KOH (0.37 g, 6.54 mmol) in ethanol (5 mL) was added to a solution of 2-(6-tert-butoxycarbonylamino-pyridin-3-ylmethyl)-malonic acid diethyl ester (2.18 g, 5.95 mmol) in ethanol (25 mL) and methylene chloride (10 mL) at 0° C. The mixture was stirred for 18 h at room temperature. The mixture was concentrated under reduced pressure and the residue dissolved in water. The aqueous layer was washed with ether, acidified to pH 4 by 1M HCl and extracted with methylene chloride. The organic... Starting materials: ClC1=C(C(=O)O)C=C(C(=C1)F)[N+](=O)[O-] (2-chloro-4-fluoro-5-nitro-benzoic acid), S(=O)(Cl)Cl (thionyl chloride), CN(C)C=O (DMF). Run in C(Cl)Cl (DCM). Run at time 8 hour. Product: ClC1=C(C(=O)Cl)C=C(C(=C1)F)[N+](=O)[O-] (2-chloro-4-fluoro-5-nitrobenzoyl chloride). Reaction SMILES: [Cl:1][C:2]1[CH:10]=[C:9]([F:11])[C:8]([N+:12]([O-:14])=[O:13])=[CH:7][C:3]=1[C:4](O)=[O:5].S(Cl)([Cl:17])=O.CN(C=O)C>C(Cl)Cl>[Cl:1][C:2]1[CH:10]=[C:9]([F:11])[C:8]([N+:12]([O-:14])=[O:13])=[CH:7][C:3]=1[C:4]([Cl:17])=[O:5]. Procedure: Under N2, to the solution of 2-chloro-4-fluoro-5-nitro-benzoic acid (1.0 g, 4.56 mmol in 40 mL of DCM at 0° C. are added thionyl chloride (1.0 mL, 13.68 mmol) and 0.1 mL of DMF sequentially. The reaction mixture was warmed gradually to room temperature and stirred overnight. The reaction mixture was concentrated in vacuo to afford 2-chloro-4-fluoro-5-nitrobenzoyl chloride. The crude was dissolved in 40 mL of DCM, and 1-boc-4-aminopiperidine (910 mg, 4.56 mmol) and triethylamine (1.29 mL, 9.12 mm... Starting materials: C(O)([O-])=O.[Na+] (sodium hydrogencarbonate), C(C)(C)N(C(C)C)CC (N,N-Diisopropylethylamine), COCCl (chlorodimethyl ether), Cl.C(C)(=O)N1C(SC2=C1C=CC(=C2)Cl)C2=C(C=CC(=C2)OC)OCCCN(C(C)C)CCO (3-acetyl-6-chloro-2-[2-(3-(N-(2-hydroxyethyl)-N-isopropylamino)-propoxy)-5-methoxyphenyl]benzothiazoline hydrochloride). Solvent: C(Cl)Cl (methylene chloride). Reaction conditions: time 3.5 hour. Yields the product C(C)(=O)N1C(SC2=C1C=CC(=C2)Cl)C2=C(C=CC(=C2)OC)OCCCN(CCOCOC)C(C)C (3-Acetyl-6-chloro-2-[2-(3-(N-isopropyl-(N-(2-methoxymethyloxy-ethyl))amino)propoxy)-5-methoxyphenyl]benzothiazoline). Yield: 51.5%. Reaction SMILES: C(N(CC)C(C)C)(C)C.[CH3:10][O:11][CH2:12]Cl.Cl.[C:15]([N:18]1[C:22]2[CH:23]=[CH:24][C:25]([Cl:27])=[CH:26][C:21]=2[S:20][CH:19]1[C:28]1[CH:33]=[C:32]([O:34][CH3:35])[CH:31]=[CH:30][C:29]=1[O:36][CH2:37][CH2:38][CH2:39][N:40]([CH2:44][CH2:45][OH:46])[CH:41]([CH3:43])[CH3:42])(=[O:17])[CH3:16].C(=O)([O-])O.[Na+]>C(Cl)Cl>[C:15]([N:18]1[C:22]2[CH:23]=[CH:24][C:25]([Cl:27])=[CH:26][C:21]=2[S:20][CH:19]1[C:28]1[CH:33]=[C:32]([O:34][CH3:35])[CH:31]=[CH:30][C:29]=1[O:36][CH2:37][CH2:38][CH2:39][N:40]([CH:41]([CH3:43])[CH3:42])[CH2:44][CH2:45][O:46][CH2:12][O:11][CH3:10])(=[O:17])[CH3:16] |f:2.3,4.5|. Procedure details: N,N-Diisopropylethylamine (0.18 ml, 1.01 mmol) and chlorodimethyl ether (0.05 ml, 0.55 mmol) were added to a solution of 3-acetyl-6-chloro-2-[2-(3-(N-(2-hydroxyethyl)-N-isopropylamino)-propoxy)-5-methoxyphenyl]benzothiazoline hydrochloride (235 mg, 0.46 mmol) in methylene chloride (2.0 ml) under ice-cooling. The mixture was stirred at room temperature for 3.5 hours, then a saturated aqueous sodium hydrogencarbonate solution (50 ml) was added to the reaction mixture, and the whole was extracted w... Reactants: C(=O)[C@]12[C@@H]([C@H]3CC[C@@H]4[C@]5(CC=C(C([C@@H]5CC[C@]4([C@@]3(CC1)C)C)(C)C)C1=CC=C(C(=O)OC(C)(C)C)C=C1)C)[C@@H](CC2)C(=C)C (tert-butyl 4-((1R,3aS,5aR,5bR,7aR,11aS,11bR,13aR,13bR)-3a-formyl-5a,5b,8,8,11a-pentamethyl-1-(prop-1-en-2-yl)-2,3,3a,4,5,5a,5b,6,7,7a,8,11,11a,11b,12,13,13a,13b-octadecahydro-1H-cyclopenta[a]chrysen-9-yl)benzoate), C(C)(=O)O (acetic acid), C(C)(=O)NCCN (N-acetylethylenediamine), C(C)(=O)O[BH-](OC(C)=O)OC(C)=O.[Na+] (sodium triacetoxyborohydride). Run in ClCCCl (DCE), C(=O)(O)[O-].[Na+] (NaHCO3). Conditions: time 2 hour. Product: C(C)(=O)NCCNC[C@]12[C@@H]([C@H]3CC[C@@H]4[C@]5(CC=C(C([C@@H]5CC[C@]4([C@@]3(CC1)C)C)(C)C)C1=CC=C(C(=O)OC(C)(C)C)C=C1)C)[C@@H](CC2)C(=C)C (tert-butyl 4-((1R,3aS,5aR,5bR,7aR,11aS,11bR,13aR,13bR)-3a-((2-acetamidoethylamino)methyl)-5a,5b,8,8,11a-pentamethyl-1-(prop-1-en-2-yl)-2,3,3a,4,5,5a,5b,6,7,7a,8,11,11a,11b,12,13,13a,13b-octadecahydro-1H-cyclopenta[a]chrysen-9-yl)benzoate). As a reaction SMILES: [CH:1]([C@:3]12[CH2:41][CH2:40][C@@H:39]([C:42]([CH3:44])=[CH2:43])[C@@H:4]1[C@@H:5]1[C@@:18]([CH3:21])([CH2:19][CH2:20]2)[C@@:17]2([CH3:22])[C@@H:8]([C@:9]3([CH3:38])[C@@H:14]([CH2:15][CH2:16]2)[C:13]([CH3:24])([CH3:23])[C:12]([C:25]2[CH:37]=[CH:36][C:28]([C:29]([O:31][C:32]([CH3:35])([CH3:34])[CH3:33])=[O:30])=[CH:27][CH:26]=2)=[CH:11][CH2:10]3)[CH2:7][CH2:6]1)=O.C(O)(=O)C.[C:49]([NH:52][CH2:53][CH2:54][NH2:55])(=[O:51])[CH3:50].C(O[BH-](OC(=O)C)OC(=O)C)(=O)C.[Na+]>ClCCCl.C([O-])(O)=O.[Na+]>[C:49]([NH:52][CH2:53][CH2:54][NH:55][CH2:1][C@:3]12[CH2:41][CH2:40][C@@H:39]([C:42]([CH3:44])=[CH2:43])[C@@H:4]1[C@@H:5]1[C@@:18]([CH3:21])([CH2:19][CH2:20]2)[C@@:17]2([CH3:22])[C@@H:8]([C@:9]3([CH3:38])[C@@H:14]([CH2:15][CH2:16]2)[C:13]([CH3:23])([CH3:24])[C:12]([C:25]2[CH:26]=[CH:27][C:28]([C:29]([O:31][C:32]([CH3:33])([CH3:34])[CH3:35])=[O:30])=[CH:36][CH:37]=2)=[CH:11][CH2:10]3)[CH2:7][CH2:6]1)(=[O:51])[CH3:50] |f:3.4,6.7|. Reported procedure: To a solution of tert-butyl 4-((1R,3aS,5aR,5bR,7aR,11aS,11bR,13aR,13bR)-3a-formyl-5a,5b,8,8,11a-pentamethyl-1-(prop-1-en-2-yl)-2,3,3a,4,5,5a,5b,6,7,7a,8,11,11a,11b,12,13,13a,13b-octadecahydro-1H-cyclopenta[a]chrysen-9-yl)benzoate (0.1 g, 0.167 mmol) in DCE (2 ml) was added acetic acid (0.019 ml, 0.334 mmol) and N-acetylethylenediamine (0.048 ml, 0.501 mmol). The mixture was stirred for 2 h at rt then to the mixture was added sodium triacetoxyborohydride (0.177 g, 0.835 mmol). The mixture was sti... Procedure: The title compound was synthesized in analogy to example 1, intermediate 1 a), from 1H-indole-2,5-dicarboxylic acid 2-ethyl ester, O-(benzotriazol-1-yl)-N,N,N′,N′-tetramethyluronium tetrafluoroborate (commercially available), 1-cyclopentylpiperazine (commercially available) and N,N-diisopropylethylamine in N,N-dimethylformamide, to give the desired product as a light brown solid (74%). Solvent: CN(C=O)C (N,N-dimethylformamide). Reaction SMILES: [CH3:1][CH2:2][O:3][C:4]([C:6]1[NH:7][C:8]2[C:13]([CH:14]=1)=[CH:12][C:11]([C:15]([OH:17])=O)=[CH:10][CH:9]=2)=[O:5].F[B-](F)(F)F.N1(OC(N(C)C)=[N+](C)C)C2C=CC=CC=2N=N1.[CH:40]1([N:45]2[CH2:50][CH2:49][NH:48][CH2:47][CH2:46]2)[CH2:44][CH2:43][CH2:42][CH2:41]1.C(N(CC)C(C)C)(C)C>CN(C)C=O>[CH2:2]([O:3][C:4]([C:6]1[NH:7][C:8]2[C:13]([CH:14]=1)=[CH:12][C:11]([C:15]([N:48]1[CH2:49][CH2:50][N:45]([CH:40]3[CH2:44][CH2:43][CH2:42][CH2:41]3)[CH2:46][CH2:47]1)=[O:17])=[CH:10][CH:9]=2)=[O:5])[CH3:1] |f:1.2|. The reactants are intermediate 1, CCOC(=O)C=1NC2=CC=C(C=C2C1)C(=O)O (1H-indole-2,5-dicarboxylic acid 2-ethyl ester), F[B-](F)(F)F.N1(N=NC2=C1C=CC=C2)OC(=[N+](C)C)N(C)C (O-(benzotriazol-1-yl)-N,N,N′,N′-tetramethyluronium tetrafluoroborate), C1(CCCC1)N1CCNCC1 (1-cyclopentylpiperazine), C(C)(C)N(C(C)C)CC (N,N-diisopropylethylamine). The product is C(C)OC(=O)C=1NC2=CC=C(C=C2C1)C(=O)N1CCN(CC1)C1CCCC1 (5-(4-Cyclopentyl-piperazine-1-carbonyl)-1H-indole-2-carboxylic acid ethyl ester). The yield is 74.0%.